This data is from the Open Reaction Database (ORD), a public repository of structured organic reaction records. The task is: describe an organic reaction: reactants, conditions, products, and yield The reactants are C(C)OC(C(C(=O)OCC)C=1SN=C2N(C(N(C(C21)=O)C)=O)C)=O (Diethyl(5,7-dimethyl-4,6-dioxo-4,5,6,7-tetrahydro[1,2]thiazolo[3,4-d]pyrimidin-3-yl)propanedioate), intermediate, [H-].[Na+] (sodium hydride). Solvent: C(C)O (ethanol). Yields the product C(C)OC(CC=1SN=C2N(C(N(C(C21)=O)C)=O)C)=O (Ethyl(5,7-dimethyl-4,6-dioxo-4,5,6,7-tetrahydro[1,2]thiazolo[3,4-d]pyrimidin-3-yl)acetate). RXN SMILES: [CH2:1]([O:3][C:4](=[O:24])[CH:5]([C:11]1[S:12][N:13]=[C:14]2[C:19]=1[C:18](=[O:20])[N:17]([CH3:21])[C:16](=[O:22])[N:15]2[CH3:23])C(OCC)=O)[CH3:2].[H-].[Na+]>C(O)C>[CH2:1]([O:3][C:4](=[O:24])[CH2:5][C:11]1[S:12][N:13]=[C:14]2[C:19]=1[C:18](=[O:20])[N:17]([CH3:21])[C:16](=[O:22])[N:15]2[CH3:23])[CH3:2] |f:1.2|. Procedure: To a stirred solution of Step 4 intermediate (13.8 g, 38.8 mmol) in dry ethanol (155 ml) was added a catalytic amount of sodium hydride (60% dispersion in mineral oil, 355 mg, 8.87 mmol) at room temperature and the reaction mixture was refluxed for 48 h under nitrogen atmosphere. Excess of solvent was removed under reduced pressure and the residue was cooled in ice bath, 1 N HCl was added slowly to the reaction mixture, solid obtained was collected by filtration and dried to give 9.1 g of the pr... Reactants: CC(Br)C(=O)O, O=C1N(c2ccc(C3CC3)cc2)CCC12CCNCC2. The product is CC(C(=O)O)N1CCC2(CCN(c3ccc(C4CC4)cc3)C2=O)CC1. Reaction SMILES: [Br:21][CH:22]([C:23](=[O:24])[OH:25])[CH3:26].[CH:1]1([c:4]2[cH:5][cH:6][c:7]([N:10]3[C:11](=[O:20])[C:12]4([CH2:13][CH2:14]3)[CH2:15][CH2:16][NH:17][CH2:18][CH2:19]4)[cH:8][cH:9]2)[CH2:2][CH2:3]1>>[CH:1]1([c:4]2[cH:5][cH:6][c:7]([N:10]3[C:11](=[O:20])[C:12]4([CH2:13][CH2:14]3)[CH2:15][CH2:16][N:17]([CH:22]([C:23](=[O:24])[OH:25])[CH3:26])[CH2:18][CH2:19]4)[cH:8][cH:9]2)[CH2:2][CH2:3]1. Starting materials: Cc1ccccc1, CCOC(C)=O, O=[N+]([O-])c1ccc(Cl)nc1, [K+], [OH-], OCc1ccccc1. The product is O=[N+]([O-])c1ccc(OCc2ccccc2)nc1. Reaction SMILES: [CH3:21][c:22]1[cH:23][cH:24][cH:25][cH:26][cH:27]1.[CH3:28][CH2:29][O:30][C:31](=[O:32])[CH3:33].[Cl:11][c:12]1[n:13][cH:14][c:15]([N+:18](=[O:19])[O-:20])[cH:16][cH:17]1.[K+:10].[OH-:9].[OH:1][CH2:2][c:3]1[cH:4][cH:5][cH:6][cH:7][cH:8]1>>[O:1]([CH2:2][c:3]1[cH:4][cH:5][cH:6][cH:7][cH:8]1)[c:12]1[n:13][cH:14][c:15]([N+:18](=[O:19])[O-:20])[cH:16][cH:17]1. Yields the product CON=C(c1cccnc1)C(F)F. Reaction SMILES: [CH3:1][N:2]([C:3]([CH:4]([F:5])[F:6])=[O:7])[O:8][CH3:9].[ClH:21].[F:10][CH:11]([F:12])[C:13]([c:14]1[cH:15][n:16][cH:17][cH:18][cH:19]1)=[O:20].[O:22]([NH2:23])[CH3:24]>>[N:2](=[C:3]([CH:4]([F:5])[F:6])[c:14]1[cH:15][n:16][cH:17][cH:18][cH:19]1)[O:8][CH3:9]. The reactants are CON(C)C(=O)C(F)F, Cl, O=C(c1cccnc1)C(F)F, CON. The reactants are C([O-])(O)=O.[Na+] (sodium bicarbonate), CN(C)C1=NC=CC=C1 (dimethylaminopyridine), CS(=O)(=O)Cl (methanesulfonyl chloride), O([Si](C)(C)C(C)(C)C)C(C=CC1C=CC(C1C(CCCCCC(=O)OC)O)=O)CCCCC (4-(3-t-butyldimethylsiloxy-1-octenyl)-5-(1-hydroxy-6-methoxycarbonylhexyl)-2-cyclopentenone). Solvent: ClCCl (dichloromethane), ClCCl (dichloromethane). Conditions: temperature 40 celsius, time 2 hour. Product: [Si](C)(C)(C(C)(C)C)OC(C=CC1C=CC(C1=CCCCCCC(=O)OC)=O)CCCCC (4-(3-t-butyldimethylsilyloxy-1-octenyl)-5-(6-methoxycarbonylhexylidene)-2-cyclopentenone). Isolated yield 24.6%. RXN SMILES: [O:1]([CH:9]([CH2:29][CH2:30][CH2:31][CH2:32][CH3:33])[CH:10]=[CH:11][CH:12]1[CH:16]([CH:17](O)[CH2:18][CH2:19][CH2:20][CH2:21][CH2:22][C:23]([O:25][CH3:26])=[O:24])[C:15](=[O:28])[CH:14]=[CH:13]1)[Si:2]([C:5]([CH3:8])([CH3:7])[CH3:6])([CH3:4])[CH3:3].CN(C1C=CC=CN=1)C.CS(Cl)(=O)=O.C(=O)(O)[O-].[Na+]>ClCCl>[Si:2]([O:1][CH:9]([CH2:29][CH2:30][CH2:31][CH2:32][CH3:33])[CH:10]=[CH:11][CH:12]1[C:16](=[CH:17][CH2:18][CH2:19][CH2:20][CH2:21][CH2:22][C:23]([O:25][CH3:26])=[O:24])[C:15](=[O:28])[CH:14]=[CH:13]1)([C:5]([CH3:6])([CH3:8])[CH3:7])([CH3:4])[CH3:3] |f:3.4|. Reported procedure: 480 mg (1.0 mmole) of 4-(3-t-butyldimethylsiloxy-1-octenyl)-5-(1-hydroxy-6-methoxycarbonylhexyl)-2-cyclopentenone was dissolved in 5 ml of dichloromethane, followed by addition of 730 mg (6 mmoles) of dimethylaminopyridine and 230 microliters (3.0 mmoles) of methanesulfonyl chloride in this order. The mixture was stirred at 40° C. for 2 hours. An aqueous solution of sodium bicarbonate was added, and the mixture was stirred with dichloromethane. The organic layers were combined, washed with a sat... Reactants: COc1ccc(C2(O)c3cncn3CCC2(C)C)cc1, CCO, O=S(=O)(O)O. The product is COc1ccc(C2c3cncn3CCC2(C)C)cc1. As a reaction SMILES: [CH3:1][O:2][c:3]1[cH:4][cH:5][c:6]([C:9]2([OH:20])[c:10]3[n:11]([cH:17][n:18][cH:19]3)[CH2:12][CH2:13][C:14]2([CH3:15])[CH3:16])[cH:7][cH:8]1.[CH3:26][CH2:27][OH:28].[S:21](=[O:22])(=[O:23])([OH:24])[OH:25]>>[CH3:1][O:2][c:3]1[cH:4][cH:5][c:6]([CH:9]2[c:10]3[n:11]([cH:17][n:18][cH:19]3)[CH2:12][CH2:13][C:14]2([CH3:15])[CH3:16])[cH:7][cH:8]1.